Dataset: the Open Reaction Database (ORD), a public repository of structured organic reaction records. Task: describe an organic reaction: reactants, conditions, products, and yield Reactants: COC1=CC=C2C=C(NC2=C1)C1=C(C=C(C=C1)OC)[N+](=O)[O-] (6-methoxy-2-(4-methoxy-2-nitrophenyl)-1H-indole), [H-].[Na+] (sodium hydride), CI (methyl iodide). Run in O (water), CN(C=O)C (N,N-dimethylformamide). Reaction conditions: time 20 minute. Product: COC=1C=CC(=C(C1)N)C=1N(C2=CC(=CC=C2C1)OC)C (5-Methoxy-2-(6-methoxy-1-methyl-1H-indol-2-yl)phenylamine). Yield: 76.1%. RXN SMILES: [CH3:1][O:2][C:3]1[CH:11]=[C:10]2[C:6]([CH:7]=[C:8]([C:12]3[CH:17]=[CH:16][C:15]([O:18][CH3:19])=[CH:14][C:13]=3[N+:20]([O-])=O)[NH:9]2)=[CH:5][CH:4]=1.[H-].[Na+].[CH3:25]I>CN(C)C=O.O>[CH3:19][O:18][C:15]1[CH:16]=[CH:17][C:12]([C:8]2[N:9]([CH3:25])[C:10]3[C:6]([CH:7]=2)=[CH:5][CH:4]=[C:3]([O:2][CH3:1])[CH:11]=3)=[C:13]([NH2:20])[CH:14]=1 |f:1.2|. Procedure: To a solution of 6-methoxy-2-(4-methoxy-2-nitrophenyl)-1H-indole (1.0 g) in N,N-dimethylformamide (10 ml) was added 60% sodium hydride (160 mg) on an ice bath. The solution was stirred for 20 minutes at room temperature, then methyl iodide (570 mg) was added dropwise thereto on an ice bath, and the solution was stirred for 2 hours at room temperature. The reaction mixture was diluted with water, extracted with ethyl acetate, then washed with brine, dried over anhydrous magnesium sulfate, and the... The reactants are ON=C(C(=O)OCC)C(C)=O (ethyl 2-(hydroxyimino)-3-oxobutanoate), ON=C(C(=O)OCC)C(C)=O (ethyl 2-(hydroxyimino)-3-oxobutanoate), C(C)(=O)OC(C)=O (acetic anhydride), C(C)(=O)OC(C)=O (acetic anhydride). Reagents/catalysts: [Pd] (Pd/C). Run in CCO (EtOH). Reaction conditions: time 15 hour. Product: C(C)(=O)NC(C(=O)OCC)C(C)=O (Ethyl 2-acetamido-3-oxobutanoate). Yield: 86.6%. As a reaction SMILES: O[N:2]=[C:3]([C:9](=[O:11])[CH3:10])[C:4]([O:6][CH2:7][CH3:8])=[O:5].[C:12](OC(=O)C)(=[O:14])[CH3:13]>CCO.[Pd]>[C:12]([NH:2][CH:3]([C:9](=[O:11])[CH3:10])[C:4]([O:6][CH2:7][CH3:8])=[O:5])(=[O:14])[CH3:13]. Reported procedure: To a mixture of ethyl 2-(hydroxyimino)-3-oxobutanoate (compound 8, 9.32 g, 58.5 mmol), Pd/C (400 mg, palladium on carbon, 10 wt %, support activated carbon, wet, Degussa type E101 NE/W) in EtOH was added acetic anhydride (compound 9, 11.0 mL, 117.0 mmol) at room temperature. The reaction mixture was stirred at room temperature under H2 for 15 hrs. The palladium was filtered off (filter aid, Celite 521 AW), then the filtrate was concentrated in vacuo. The crude product was purified by flash colum... The reactants are CO, COC(=O)CCc1cccc(CN)c1, Cl, O=Cc1ccc2c(c1)OCCO2. Yields the product COC(=O)CCc1cccc(CNCc2ccc3c(c2)OCCO3)c1. As a reaction SMILES: [CH3:28][OH:29].[CH3:2][O:3][C:4]([CH2:5][CH2:6][c:7]1[cH:8][c:9]([CH2:13][NH2:14])[cH:10][cH:11][cH:12]1)=[O:15].[ClH:1].[O:16]1[CH2:17][CH2:18][O:19][c:20]2[c:21]1[cH:22][cH:23][c:24]([CH:26]=[O:27])[cH:25]2>>[CH3:2][O:3][C:4]([CH2:5][CH2:6][c:7]1[cH:8][c:9]([CH2:13][NH:14][CH2:26][c:24]2[cH:23][cH:22][c:21]3[c:20]([cH:25]2)[O:19][CH2:18][CH2:17][O:16]3)[cH:10][cH:11][cH:12]1)=[O:15].